From a dataset of the Open Reaction Database (ORD), a public repository of structured organic reaction records. describe an organic reaction: reactants, conditions, products, and yield Starting materials: C(C)OC(=O)C=1C=NC2=C(C=CC=C2C1Cl)[N+](=O)[O-] (8-nitro-4-chloro-quinoline-3-carboxylic acid ethyl ester), COC1=C(CN)C=CC=C1OC (2,3-dimethoxy-benzylamine). Product: C(C)OC(=O)C=1C=NC2=C(C=CC=C2C1NCC1=C(C(=CC=C1)OC)OC)N (8-Amino-4-(2,3-dimethoxy-benzylamino)-quinoline-3-carboxylic acid ethyl ester). The yield is 91.0%. RXN SMILES: [CH2:1]([O:3][C:4]([C:6]1[CH:7]=[N:8][C:9]2[C:14]([C:15]=1Cl)=[CH:13][CH:12]=[CH:11][C:10]=2[N+:17]([O-])=O)=[O:5])[CH3:2].[CH3:20][O:21][C:22]1[C:29]([O:30][CH3:31])=[CH:28][CH:27]=[CH:26][C:23]=1[CH2:24][NH2:25]>>[CH2:1]([O:3][C:4]([C:6]1[CH:7]=[N:8][C:9]2[C:14]([C:15]=1[NH:25][CH2:24][C:23]1[CH:26]=[CH:27][CH:28]=[C:29]([O:30][CH3:31])[C:22]=1[O:21][CH3:20])=[CH:13][CH:12]=[CH:11][C:10]=2[NH2:17])=[O:5])[CH3:2]. Procedure: The compound prepared in Example 3 was reacted with 2,3-dimethoxy-benzylamine according to the method as described in Example 4 and the obtained compound was treated as described in Example 14 to prepare the title compound (yield 91%). Starting materials: O (H2O), [N-]=[N+]=[N-].[Na+] (NaN3), OC(C)(C)C=1C=CC(=C(C(=O)N)C1)OCC(C)C (5-(1-Hydroxy-1-methylethyl)-2-(2-methylpropyloxy)benzamide), C(=O)(C(F)(F)F)O (TFA). Run in C(Cl)(Cl)Cl (CHCl3). Run at time 8 hour. The product is N(=[N+]=[N-])C(C)(C)C=1C=CC(=C(C(=O)N)C1)OCC(C)C (5-(1-Azido-1-methylethyl)-2-(2-methylpropyloxy)benzamide). RXN SMILES: [N-:1]=[N+:2]=[N-:3].[Na+].O[C:6]([C:9]1[CH:10]=[CH:11][C:12]([O:18][CH2:19][CH:20]([CH3:22])[CH3:21])=[C:13]([CH:17]=1)[C:14]([NH2:16])=[O:15])([CH3:8])[CH3:7].C(O)(C(F)(F)F)=O.O>C(Cl)(Cl)Cl>[N:1]([C:6]([C:9]1[CH:10]=[CH:11][C:12]([O:18][CH2:19][CH:20]([CH3:22])[CH3:21])=[C:13]([CH:17]=1)[C:14]([NH2:16])=[O:15])([CH3:8])[CH3:7])=[N+:2]=[N-:3] |f:0.1|. Procedure: To a mixture of NaN3 (3.96 g, 60.9 mmol) in a solution of 5-(1-Hydroxy-1-methylethyl)-2-(2-methylpropyloxy)benzamide (5.1 g, 20.3 mmol) in CHCl3 (160 mL) at 0° C. under N2 was slowly added TFA (7.8 mL, 101 mmol). The reaction mixture was stirred overnight while slowly warming to rt. The thick slurry was then poured into H2O (100 mL). The layers were separated, and the organic layer was washed with additional H2O (100 mL) and brine (100 mL). The aqueous washes were reextracted with EtOAc, and the... Isolated yield 34.1%. Reactants: C1(=CC=CC=C1)C1(CC1)C(=O)O (1-Phenylcyclopropanecarboxylic acid), CCN=C=NCCCN(C)C.Cl (EDC.HCl), C=1C=CC2=C(C1)N=NN2O (HOBt), CN (methylamine). Yields the product CNCC1(CC1)C1=CC=CC=C1 (N-methyl-1-(1-phenylcyclopropyl)methanamine). Run at time 5 hour. Procedure: 1-Phenylcyclopropanecarboxylic acid (2.95 g) was dissolved in DMF (120 mL). To the solution, EDC.HCl (5.2 g), HOBt (3.2 g), and a solution of methylamine in methanol (40%, 1.94 mL) were added, and the mixture was stirred at room temperature for 5 hours. The reaction mixture was concentrated under reduced pressure, and the residue was purified by silica gel column chromatography (50% ethyl acetate/hexane). An aliquot (1.1 g) of the obtained amide compound (2.9 g) was dissolved in THF (60 mL). To ... Run in CN(C)C=O (DMF), CO (methanol). Reaction SMILES: [C:1]1([C:7]2([C:10](O)=O)[CH2:9][CH2:8]2)[CH:6]=[CH:5][CH:4]=[CH:3][CH:2]=1.C[CH2:14][N:15]=C=NCCCN(C)C.Cl.C1C=CC2N(O)N=NC=2C=1.CN>CN(C=O)C.CO>[CH3:14][NH:15][CH2:10][C:7]1([C:1]2[CH:6]=[CH:5][CH:4]=[CH:3][CH:2]=2)[CH2:9][CH2:8]1 |f:1.2|. Starting materials: ClC=1C(N(N=CC1NCCCOC1=C(C=C(C=C1)C(=O)O)CCC)C(C)C)=O (4 -chloro-5-[3-(2-n-propyl-4-carboxyphenoxy)propylamino]-2-i-propyl-3(2H)pyridazinone), N,N'-carbonyldiimidazole, CN(C=O)C (N,N-dimethylformamide), Compound. Conditions: time 2 hour. Yields the product ClC=1C(N(N=CC1NCCCOC1=C(C=C(C=C1)C(N)=O)CCC)C(C)C)=O (4-Chloro-5-[3-(2-n-propyl-4-carbamoylphenoxy)propylamino]-2-i-propyl-3(2H)pyridazinone). Reaction SMILES: [Cl:1][C:2]1[C:3](=[O:28])[N:4]([CH:25]([CH3:27])[CH3:26])[N:5]=[CH:6][C:7]=1[NH:8][CH2:9][CH2:10][CH2:11][O:12][C:13]1[CH:18]=[CH:17][C:16]([C:19](O)=[O:20])=[CH:15][C:14]=1[CH2:22][CH2:23][CH3:24].C[N:30](C)C=O>>[Cl:1][C:2]1[C:3](=[O:28])[N:4]([CH:25]([CH3:27])[CH3:26])[N:5]=[CH:6][C:7]=1[NH:8][CH2:9][CH2:10][CH2:11][O:12][C:13]1[CH:18]=[CH:17][C:16]([C:19](=[O:20])[NH2:30])=[CH:15][C:14]=1[CH2:22][CH2:23][CH3:24]. Reported procedure: A mixture comprising 130 mg of Compound No. 41 i.e. 4 -chloro-5-[3-(2-n-propyl-4-carboxyphenoxy)propylamino]-2-i-propyl-3(2H)pyridazinone, 62 mg of N,N'-carbonyldiimidazole and 20 ml of N,N-dimethylformamide, was stirred at room temperature for 1 hour, and then ammonia gas was bubbled into the mixture for 10 minutes under cooling with ice. The system was closed and left to stand at room temperature for 2 hours. Then, the solvent was distilled off under reduced pressure. The residue was extracted... The reactants are S(=O)(=O)([O-])OS(=O)(=O)[O-].[Ce+3].S(=O)(=O)([O-])OS(=O)(=O)[O-].S(=O)(=O)([O-])OS(=O)(=O)[O-].[Ce+3] (cerium disulfate), C(C)(=O)OCC.CCCCCC (ethyl acetate hexane). Yields the product [C@@H]1([C@@H](CCC1)CO)CO (trans-Cyclopentane-1,2-dimethanol). As a reaction SMILES: S(OS([O-])(=O)=O)([O-])(=O)=O.[Ce+3].S(OS([O-])(=O)=O)([O-])(=O)=O.S(OS([O-])(=O)=O)([O-])(=O)=[O:21].[Ce+3].C([O:33][CH2:34][CH3:35])(=O)C.[CH3:36][CH2:37][CH2:38][CH2:39][CH2:40]C>>[C@@H:35]1([CH2:34][OH:33])[CH2:36][CH2:37][CH2:38][C@H:39]1[CH2:40][OH:21] |f:0.1.2.3.4,5.6|. Reported procedure: TLC: Rf =0.25, silica gel, ethyl acetate:hexane (1:1), cerium disulfate. Reported procedure: Suspend 132 mg (0.312 mmol) of (+/−)-cis-({3-[(6-phenylfuro[2,3-d]pyrimidin-4-yl)amino]cyclo-hexyl}oxy)acetic acid tert-butyl ester in 0.3 ml of tetrachloromethane, add 61 mg (0.343 mmol) of NBS and heat to reflux. On completion of conversion (approx. 1 h), cool the reaction mixture and isolate the product directly by preparative RP-HPLC. 104 mg (66.4% of theory) of the target compound are obtained. Starting materials: C(C)(C)(C)OC(CO[C@@H]1C[C@@H](CCC1)NC=1C2=C(N=CN1)OC(=C2)C2=CC=CC=C2)=O ((+/−)-cis-({3-[(6-phenylfuro[2,3-d]pyrimidin-4-yl)amino]cyclo-hexyl}oxy)acetic acid tert-butyl ester), C1CC(=O)N(C1=O)Br (NBS). Solvent: ClC(Cl)(Cl)Cl (tetrachloromethane). Reaction SMILES: [C:1]([O:5][C:6](=[O:31])[CH2:7][O:8][C@H:9]1[CH2:14][CH2:13][CH2:12][C@@H:11]([NH:15][C:16]2[C:17]3[CH:24]=[C:23]([C:25]4[CH:30]=[CH:29][CH:28]=[CH:27][CH:26]=4)[O:22][C:18]=3[N:19]=[CH:20][N:21]=2)[CH2:10]1)([CH3:4])([CH3:3])[CH3:2].C1C(=O)N([Br:39])C(=O)C1>ClC(Cl)(Cl)Cl>[C:1]([O:5][C:6](=[O:31])[CH2:7][O:8][C@H:9]1[CH2:14][CH2:13][CH2:12][C@@H:11]([NH:15][C:16]2[C:17]3[C:24]([Br:39])=[C:23]([C:25]4[CH:26]=[CH:27][CH:28]=[CH:29][CH:30]=4)[O:22][C:18]=3[N:19]=[CH:20][N:21]=2)[CH2:10]1)([CH3:4])([CH3:2])[CH3:3]. The product is C(C)(C)(C)OC(CO[C@@H]1C[C@@H](CCC1)NC=1C2=C(N=CN1)OC(=C2Br)C2=CC=CC=C2)=O ((+/−)-cis-({3-[(5-Bromo-6-phenylfuro[2,3-d]pyrimidin-4-yl)amino]cyclohexyl}oxy)acetic acid tert-butyl ester). The reactants are C(=O)([O-])[O-].[Cs+].[Cs+] (Cs2CO3), ClC=1C=C(CBr)C=CC1 (3-chlorobenzyl bromide), ClC1=NC=CC(=N1)N(C1=CC=C2C(=NNC2=C1)C)C (N-(2-chloropyrimidin-4-yl)-N,3-dimethyl-1H-indazol-6-amine). Run in C(C)(=O)OCC (ethyl acetate), CN(C)C=O (DMF). Run at time 8 hour. The product is ClC=1C=C(CN2N=C3C=C(C=CC3=C2C)N(C)C2=NC(=NC=C2)Cl)C=CC1 (2-(3-chlorobenzyl)-N-(2-chloropyrimidin-4-yl)-N,3-dimethyl-2H-indazol-6-amine). Reaction SMILES: [Cl:1][C:2]1[N:7]=[C:6]([N:8]([CH3:19])[C:9]2[CH:17]=[C:16]3[C:12]([C:13]([CH3:18])=[N:14][NH:15]3)=[CH:11][CH:10]=2)[CH:5]=[CH:4][N:3]=1.C([O-])([O-])=O.[Cs+].[Cs+].[Cl:26][C:27]1[CH:28]=[C:29]([CH:32]=[CH:33][CH:34]=1)[CH2:30]Br>CN(C=O)C.C(OCC)(=O)C>[Cl:26][C:27]1[CH:28]=[C:29]([CH:32]=[CH:33][CH:34]=1)[CH2:30][N:14]1[C:13]([CH3:18])=[C:12]2[C:16]([CH:17]=[C:9]([N:8]([C:6]3[CH:5]=[CH:4][N:3]=[C:2]([Cl:1])[N:7]=3)[CH3:19])[CH:10]=[CH:11]2)=[N:15]1 |f:1.2.3|. Procedure details: N-(2-chloropyrimidin-4-yl)-N,3-dimethyl-1H-indazol-6-amine (2 g, 7.31 mmol) was dissolved in DMF (15 ml), and Cs2CO3 (2 g, 14.6 mmol) and 3-chlorobenzyl bromide (1.25 ml, 9.5 mmol) were added at room temperature. Mixture was stirred at rt for overnight. The reaction mixture was diluted with ethyl acetate and washed with water. The organic layer was separated. The aqueous layer was thoroughly extracted with EtOAc. The combined organic layers were dried over anhydrous MgSO4, filtered and evaporate...